This data is from the Open Reaction Database (ORD), a public repository of structured organic reaction records. The task is: describe an organic reaction: reactants, conditions, products, and yield The reactants are CON=C1CCc2cc(C=CC(=O)c3cnc(SC)nc3)ccc21, O=Cc1ccncc1. Product: CON=C1CCc2cc(C(CC(=O)c3cnc(SC)nc3)C(=O)c3ccncc3)ccc21. As a reaction SMILES: [CH3:1][O:2][N:3]=[C:4]1[CH2:5][CH2:6][c:7]2[cH:8][c:9]([CH:13]=[CH:14][C:15](=[O:16])[c:17]3[cH:18][n:19][c:20]([S:23][CH3:24])[n:21][cH:22]3)[cH:10][cH:11][c:12]21.[n:25]1[cH:26][cH:27][c:28]([CH:31]=[O:32])[cH:29][cH:30]1>>[CH3:1][O:2][N:3]=[C:4]1[CH2:5][CH2:6][c:7]2[cH:8][c:9]([CH:13]([CH2:14][C:15](=[O:16])[c:17]3[cH:18][n:19][c:20]([S:23][CH3:24])[n:21][cH:22]3)[C:31]([c:28]3[cH:27][cH:26][n:25][cH:30][cH:29]3)=[O:32])[cH:10][cH:11][c:12]21. Starting materials: C(C1=CC=CC=C1)N1CCN(CC1)C1=NC=2CCCC(C2C=N1)=O (2-(4-benzylpiperazino)-5-oxo-5,6,7,8-tetrahydroquinazoline), Cl.NO (hydroxylamine hydrochloride), resultant mixture. The solvent is CO (methanol). Reaction conditions: temperature 60 celsius, time 2 hour. Yields the product C(C1=CC=CC=C1)N1CCN(CC1)C1=NC=2CCCC(C2C=N1)=NO (2-(4-Benzylpiperazino)-5,6,7,8-tetrahydro-5-hydroxyiminoquinazoline). Yield: 104.7%. Reaction SMILES: [CH2:1]([N:8]1[CH2:13][CH2:12][N:11]([C:14]2[N:23]=[CH:22][C:21]3[C:20](=O)[CH2:19][CH2:18][CH2:17][C:16]=3[N:15]=2)[CH2:10][CH2:9]1)[C:2]1[CH:7]=[CH:6][CH:5]=[CH:4][CH:3]=1.Cl.[NH2:26][OH:27]>CO>[CH2:1]([N:8]1[CH2:13][CH2:12][N:11]([C:14]2[N:23]=[CH:22][C:21]3[C:20](=[N:26][OH:27])[CH2:19][CH2:18][CH2:17][C:16]=3[N:15]=2)[CH2:10][CH2:9]1)[C:2]1[CH:7]=[CH:6][CH:5]=[CH:4][CH:3]=1 |f:1.2|. Procedure: Added to 30 ml of methanol were 2.6 g (8.07 mmol, Referential Example 48) of 2-(4-benzylpiperazino)-5-oxo-5,6,7,8-tetrahydroquinazoline and 0.67 g (9.64 mmol) of hydroxylamine hydrochloride. The resultant mixture was heated with stirring at 60° C. for 2 hours. The reaction mixture was cooled to 20° C. and the resultant precipitate was collected by filtration, thereby obtaining 2.85 g of white solid (yield: 95%). Product: CCCS(=O)(=O)c1cc(C(=O)O)cc(NC(C)CC)n1. As a reaction SMILES: [CH3:24][OH:25].[CH3:3][O:4][C:5]([c:6]1[cH:7][c:8]([NH:18][CH:19]([CH3:20])[CH2:21][CH3:22])[n:9][c:10]([S:12](=[O:13])(=[O:14])[CH2:15][CH2:16][CH3:17])[cH:11]1)=[O:23].[Na+:2].[OH-:1]>>[O:4]=[C:5]([c:6]1[cH:7][c:8]([NH:18][CH:19]([CH3:20])[CH2:21][CH3:22])[n:9][c:10]([S:12](=[O:13])(=[O:14])[CH2:15][CH2:16][CH3:17])[cH:11]1)[OH:23]. The reactants are CO, CCCS(=O)(=O)c1cc(C(=O)OC)cc(NC(C)CC)n1, [Na+], [OH-]. Starting materials: ClC=1C=C(C=C(C(=O)OC)C1)C(=O)OC (dimethyl 5-chloroisophthalate), [BH4-].[Na+] (sodium borohydride), [BH4-].[Na+] (sodium borohydride). Solvent: CO (methanol), C(Cl)Cl (methylene chloride). Conditions: temperature 0 celsius, time 1 hour. Yields the product ClC=1C=C(C(=O)OC)C=C(C1)CO (Methyl 3-chloro-5-(hydroxymethyl)benzoate). As a reaction SMILES: [Cl:1][C:2]1[CH:3]=[C:4]([C:12]([O:14][CH3:15])=[O:13])[CH:5]=[C:6]([CH:11]=1)[C:7](OC)=[O:8].[BH4-].[Na+]>CO.C(Cl)Cl>[Cl:1][C:2]1[CH:3]=[C:4]([CH:5]=[C:6]([CH2:7][OH:8])[CH:11]=1)[C:12]([O:14][CH3:15])=[O:13] |f:1.2|. Procedure: To a solution of dimethyl 5-chloroisophthalate (10.0 g, 43.7 mmol, Astatech) in methanol (50 mL) and methylene chloride (50 mL) at 0° C. was added sodium borohydride (5.5 g, 140 mmol, Aldrich). The reaction was allowed to gradually reach room temperature and stir for 1 hour. Additional portions of sodium borohydride (0.50 g, 13 mmol) were added at 2 hours and 3 hours. The reaction mixture was cooled to 0° C. and the reaction was quenched with water. The layers were separated and the aqueous laye...